This data is from the Open Reaction Database (ORD), a public repository of structured organic reaction records. The task is: describe an organic reaction: reactants, conditions, products, and yield Yields the product FC(C(F)F)(OC=1C=C(C=CC1)NC1=NC=CC(=N1)C=1NC=CC1)F (N-[3-(1,1,2,2-tetrafluoroethoxy)phenyl]-(1H-pyrrol-2-yl)-2-pyrimidine-amine). Reaction SMILES: CN(C)[CH:3]=[CH:4][C:5]([C:7]1[NH:8][CH:9]=[CH:10][CH:11]=1)=O.[N+]([O-])(O)=O.[F:17][C:18]([F:33])([O:22][C:23]1[CH:24]=[C:25]([NH:29][C:30]([NH2:32])=[NH:31])[CH:26]=[CH:27][CH:28]=1)[CH:19]([F:21])[F:20].[OH-].[Na+]>C(O)C(C)C>[F:17][C:18]([F:33])([O:22][C:23]1[CH:24]=[C:25]([NH:29][C:30]2[N:32]=[C:5]([C:7]3[NH:8][CH:9]=[CH:10][CH:11]=3)[CH:4]=[CH:3][N:31]=2)[CH:26]=[CH:27][CH:28]=1)[CH:19]([F:20])[F:21] |f:1.2,3.4|. Run at temperature 110 celsius, time 3 hour. Starting materials: CN(C=CC(=O)C=1NC=CC1)C (3-dimethylamino-(1H-pyrrol-2-yl)2-propen-1-one), [OH-].[Na+] (sodium hydroxide), 461]in, [N+](=O)(O)[O-].FC(C(F)F)(OC=1C=C(C=CC1)NC(=N)N)F (3-(1,1,2,2-tetrafluoroethoxy)phenylguanidine nitrate). Run in C(C(C)C)O (isobutanol). Reported procedure: To a solution of 100 mg (0.61 mmol) of 3-dimethylamino-(1H-pyrrol-2-yl)2-propen-1-one [described in EP-A-0 233 461]in 4 ml of isobutanol are added 185 mg (0.60 mmol) of 3-(1,1,2,2-tetrafluoroethoxy)phenylguanidine nitrate. Following the addition of 32.5 mg (0.81 mmol) of sodium hydroxide, the reaction mixture is stirred for 3 hours at 110° C. The suspension is concentrated under reduced pressure, the residue is dissolved in 4 ml of methylene chloride/tetrahydrofuran (1:1 ), and the solution is e... Starting materials: [OH-].[Li+] (lithium hydroxide), CN(C)C[C@H]1[C@@H](CCCC1)C=1C=C(C=CC1)O ((1R,2R)-3-(2-dimethylaminomethyl-cyclohexyl)-phenol), CC(=O)O[C@H]1[C@@H]([C@H](O[C@@H]([C@@H]1OC(=O)C)Br)C(=O)OC)OC(=O)C (acetobromo-α-D-glucuronic acid methyl ester), [OH-].[Li+] (lithium hydroxide). Run in O (water), CO (methanol). Conditions: temperature 20 celsius, time 30 minute. Yields the product CN(C)C[C@H]1[C@@H](CCCC1)C=1C=C(OC2C(C(C(C(O2)C(=O)O)O)O)O)C=CC1 (6-[(1R,2R)-3-(2-dimethylaminomethyl-cyclohexyl)-phenoxy]-3,4,5-trihydroxy-tetrahydropyran-2-carboxylic acid). As a reaction SMILES: [CH3:1][N:2]([CH2:4][C@@H:5]1[CH2:10][CH2:9][CH2:8][CH2:7][C@H:6]1[C:11]1[CH:12]=[C:13]([OH:17])[CH:14]=[CH:15][CH:16]=1)[CH3:3].CC([O:21][C@@H:22]1[C@@H:27]([O:28]C(C)=O)[C@@H:26](Br)[O:25][C@H:24]([C:33]([O:35]C)=[O:34])[C@H:23]1[O:37]C(C)=O)=O.[OH-].[Li+]>CO.O>[CH3:3][N:2]([CH2:4][C@@H:5]1[CH2:10][CH2:9][CH2:8][CH2:7][C@H:6]1[C:11]1[CH:12]=[C:13]([CH:14]=[CH:15][CH:16]=1)[O:17][CH:26]1[O:25][CH:24]([C:33]([OH:35])=[O:34])[CH:23]([OH:37])[CH:22]([OH:21])[CH:27]1[OH:28])[CH3:1] |f:2.3|. Procedure: A mixture of 2.33 g (10 mmol) (1R,2R)-3-(2-dimethylaminomethyl-cyclohexyl)-phenol, 3.58 g (9 mmol) acetobromo-α-D-glucuronic acid methyl ester and 0.23 g (9.5 mmol) lithium hydroxide in 23 ml dry methanol was first stirred at 20° C. for 30 minutes, a solution of 0.65 g lithium hydroxide in 25 ml water was then added and the mixture was stirred again for 30 minutes. It was extracted with ethyl acetate and the aqueous phase was adjusted to a pH of 3.5 by addition of acetic acid and extracted again... Starting materials: C1CO1 (ethylene oxide), FC(S(=O)(=O)C=1C=CC2=C(C(C3=C(C=C2)C=CC=C3)=C3CCNCC3)C1)(F)F (4-(3-trifluoromethylsulfonyl-5H-dibenzo[a,d]cyclohepten-5-ylidene)piperidine), C1CO1 (ethylene oxide), C(=O)=O (dry-ice), ice. The solvent is C(Cl)(Cl)Cl (chloroform), CO (methanol), CO (methanol). Reaction conditions: time 8 hour. Product: OC(C)N1CCC(CC1)=C1C2=C(C=CC3=C1C=C(C=C3)S(=O)(=O)C(F)(F)F)C=CC=C2 ((±)-1-hydroxyethyl-4-(3-trifluoromethylsulfonyl-5H-dibenzo[a,d]cyclohepten-5-ylidene)piperidine). Reaction SMILES: [CH2:1]1[O:3][CH2:2]1.C(=O)=O.[F:7][C:8]([F:34])([F:33])[S:9]([C:12]1[CH:13]=[CH:14][C:15]2[CH:21]=[CH:20][C:19]3[CH:22]=[CH:23][CH:24]=[CH:25][C:18]=3[C:17](=[C:26]3[CH2:31][CH2:30][NH:29][CH2:28][CH2:27]3)[C:16]=2[CH:32]=1)(=[O:11])=[O:10]>CO.C(Cl)(Cl)Cl>[OH:3][CH:1]([N:29]1[CH2:30][CH2:31][C:26](=[C:17]2[C:16]3[CH:32]=[C:12]([S:9]([C:8]([F:34])([F:7])[F:33])(=[O:11])=[O:10])[CH:13]=[CH:14][C:15]=3[CH:21]=[CH:20][C:19]3[CH:22]=[CH:23][CH:24]=[CH:25][C:18]2=3)[CH2:27][CH2:28]1)[CH3:2]. Procedure details: A solution of 0.244 g. of ethylene oxide of 30 ml. of methanol at dry-ice temperature is added to an ice cold solution of 2.55 g. of 4-(3-trifluoromethylsulfonyl-5H-dibenzo[a,d]cyclohepten-5-ylidene)piperidine in 15 ml. of chloroform and 75 ml. of methanol. The solution is stirred at ambient temperature overnight. A second quantity (0.25 g.) of ethylene oxide is added as before and the mixture is again stirred overnight. The mixture is concentrated to dryness and the residue is coevaporated in v... Reactants: C(#N)C=1C(=NN2C1N=CC=C2C=2C=C(C=CC2)NC(C)=O)C2=CC=C(C=C2)OC2=CC=CC=C2 (N-(3-(3-cyano-2-(4-phenoxyphenyl)pyrazolo[1,5-a]pyrimidin-7-yl)phenyl)acetamide), Cl (HCl). Run in C(C)O (ethanol). Run at temperature 75 celsius, time 3 hour. Product: NC=1C=C(C=CC1)C1=CC=NC=2N1N=C(C2C#N)C2=CC=C(C=C2)OC2=CC=CC=C2 (7-(3-aminophenyl)-2-(4-phenoxyphenyl)pyrazolo[1,5-a]pyrimidine-3-carbonitrile). The yield is 96.8%. Reaction SMILES: [C:1]([C:3]1[C:4]([C:22]2[CH:27]=[CH:26][C:25]([O:28][C:29]3[CH:34]=[CH:33][CH:32]=[CH:31][CH:30]=3)=[CH:24][CH:23]=2)=[N:5][N:6]2[C:11]([C:12]3[CH:13]=[C:14]([NH:18]C(=O)C)[CH:15]=[CH:16][CH:17]=3)=[CH:10][CH:9]=[N:8][C:7]=12)#[N:2].Cl>C(O)C>[NH2:18][C:14]1[CH:13]=[C:12]([C:11]2[N:6]3[N:5]=[C:4]([C:22]4[CH:27]=[CH:26][C:25]([O:28][C:29]5[CH:30]=[CH:31][CH:32]=[CH:33][CH:34]=5)=[CH:24][CH:23]=4)[C:3]([C:1]#[N:2])=[C:7]3[N:8]=[CH:9][CH:10]=2)[CH:17]=[CH:16][CH:15]=1. Procedure: To a solution of N-(3-(3-cyano-2-(4-phenoxyphenyl)pyrazolo[1,5-a]pyrimidin-7-yl)phenyl)acetamide (285 mg, 0.64 mmol) in ethanol (6 mL) was added HCl (3 mL). The mixture stirred at 75° C. for 3 hr. Concentrated to afford 250 mg (97%) of 7-(3-aminophenyl)-2-(4-phenoxyphenyl)pyrazolo[1,5-a]pyrimidine-3-carbonitrile as a yellow solid. 1H NMR (400 MHz, DMSO-d6) δ 8.90 (d, J=4.4 Hz, 1H), 8.67 (br s, 2H), 8.15 (d, J=8.8 Hz, 2H), 8.06 (s, 1H), 7.87 (d, J=8.0 Hz, 1H), 7.64 (t, J=8.0 Hz, 1H), 7.57 (d, J=4... Reactants: C1CCOC1, CI, OCC1CCC(c2ccc(C(F)(F)F)cc2)CC1, [H-], [Na+]. The product is COCC1CCC(c2ccc(C(F)(F)F)cc2)CC1. RXN SMILES: [CH2:23]1[O:24][CH2:25][CH2:26][CH2:27]1.[CH3:3][I:4].[F:5][C:6]([c:7]1[cH:8][cH:9][c:10]([CH:13]2[CH2:14][CH2:15][CH:16]([CH2:19][OH:20])[CH2:17][CH2:18]2)[cH:11][cH:12]1)([F:21])[F:22].[H-:2].[Na+:1]>>[CH3:3][O:20][CH2:19][CH:16]1[CH2:15][CH2:14][CH:13]([c:10]2[cH:9][cH:8][c:7]([C:6]([F:5])([F:21])[F:22])[cH:12][cH:11]2)[CH2:18][CH2:17]1. Reactants: Cn1c(COc2ccc(CC3SC(=O)N(C(c4ccccc4)(c4ccccc4)c4ccccc4)C3=O)cc2)nc2cnccc21, CC(=O)O, O. Product: Cn1c(COc2ccc(CC3SC(=O)NC3=O)cc2)nc2cnccc21. Reaction SMILES: [CH3:1][n:2]1[c:3]([CH2:11][O:12][c:13]2[cH:14][cH:15][c:16]([CH2:17][CH:18]3[C:19](=[O:43])[N:20]([C:24]([c:25]4[cH:26][cH:27][cH:28][cH:29][cH:30]4)([c:31]4[cH:32][cH:33][cH:34][cH:35][cH:36]4)[c:37]4[cH:38][cH:39][cH:40][cH:41][cH:42]4)[C:21](=[O:23])[S:22]3)[cH:44][cH:45]2)[n:4][c:5]2[cH:6][n:7][cH:8][cH:9][c:10]12.[CH3:46][C:47](=[O:48])[OH:49].[OH2:50]>>[CH3:1][n:2]1[c:3]([CH2:11][O:12][c:13]2[cH:14][cH:15][c:16]([CH2:17][CH:18]3[C:19](=[O:43])[NH:20][C:21](=[O:23])[S:22]3)[cH:44][cH:45]2)[n:4][c:5]2[cH:6][n:7][cH:8][cH:9][c:10]12. The reactants are O (Water), OO (hydrogen peroxide), [OH-].[Na+] (sodium hydroxide), NC=1C=C(C#N)C=CC1N1N=C(C=2C1=NC=CC2I)C(F)(F)F (3-Amino-4-{4-iodo-3-(trifluoromethyl)-1H-pyrazolo[3,4-b]pyridin-1-yl}benzonitrile). The solvent is CS(=O)C (DMSO). Reaction conditions: time 20 minute. Product: NC=1C=C(C(=O)N)C=CC1N1N=C(C=2C1=NC=CC2I)C(F)(F)F (3-Amino-4-{4-iodo-3-(trifluoromethyl)-1H-pyrazolo[3,4-b]pyridin-1-yl}benzamide). As a reaction SMILES: [NH2:1][C:2]1[CH:3]=[C:4]([CH:7]=[CH:8][C:9]=1[N:10]1[C:14]2=[N:15][CH:16]=[CH:17][C:18]([I:19])=[C:13]2[C:12]([C:20]([F:23])([F:22])[F:21])=[N:11]1)[C:5]#[N:6].[OH:24]O.[OH-].[Na+].O>CS(C)=O>[NH2:1][C:2]1[CH:3]=[C:4]([CH:7]=[CH:8][C:9]=1[N:10]1[C:14]2=[N:15][CH:16]=[CH:17][C:18]([I:19])=[C:13]2[C:12]([C:20]([F:23])([F:22])[F:21])=[N:11]1)[C:5]([NH2:6])=[O:24] |f:2.3|. Procedure details: Compound (158a) (0.100 g) was dissolved in DMSO (1.2 mL). A hydrogen peroxide solution (30 wt %) (0.053 mL) and a 4 mol % aqueous sodium hydroxide solution (0.233 mL) were added to the resulting solution, followed by stirring at room temperature for 20 min. Water was added to the reaction solution, and the precipitate was collected by filtration and was dried under reduced pressure to obtain compound (158b) (0.090 g).